Dataset: the Open Reaction Database (ORD), a public repository of structured organic reaction records. Task: describe an organic reaction: reactants, conditions, products, and yield Starting materials: [BH4-], CCS(=O)(=O)c1ccc2cc(C(=O)c3ccc4c(c3)C(C)(C)CCC4(C)C)ccc2c1, CO, [Na+]. Product: CCS(=O)(=O)c1ccc2cc(C(O)c3ccc4c(c3)C(C)(C)CCC4(C)C)ccc2c1. RXN SMILES: [BH4-:32].[CH3:1][C:2]1([CH3:31])[c:3]2[cH:4][cH:5][c:6]([C:14](=[O:15])[c:16]3[cH:17][c:18]4[cH:19][cH:20][c:21]([S:26](=[O:27])(=[O:28])[CH2:29][CH3:30])[cH:22][c:23]4[cH:24][cH:25]3)[cH:7][c:8]2[C:9]([CH3:12])([CH3:13])[CH2:10][CH2:11]1.[CH3:34][OH:35].[Na+:33]>>[CH3:1][C:2]1([CH3:31])[c:3]2[cH:4][cH:5][c:6]([CH:14]([OH:15])[c:16]3[cH:17][c:18]4[cH:19][cH:20][c:21]([S:26](=[O:27])(=[O:28])[CH2:29][CH3:30])[cH:22][c:23]4[cH:24][cH:25]3)[cH:7][c:8]2[C:9]([CH3:12])([CH3:13])[CH2:10][CH2:11]1. Starting materials: [H-].[Na+] (sodium hydride), NC1=C(C(NC2=CC(=CC=C12)Cl)=O)C1=CC=CC=C1 (4-amino-7-chloro-3-phenyl-2(1H)-quinolone), O1CCCC1 (tetrahydrofuran), C(C)C(C(=O)Cl)C(=O)Cl (ethyl malonyl chloride). Reaction conditions: temperature 60 celsius. Product: C(=O)(O)CC(=O)NC1=C(C(NC2=CC(=CC=C12)Cl)=O)C1=CC=CC=C1 (4-Carboxymethylcarbonylamino-7-chloro-3-phenyl-2(1H)quinolone). RXN SMILES: [NH2:1][C:2]1[C:11]2[C:6](=[CH:7][C:8]([Cl:12])=[CH:9][CH:10]=2)[NH:5][C:4](=[O:13])[C:3]=1[C:14]1[CH:19]=[CH:18][CH:17]=[CH:16][CH:15]=1.[H-].[Na+].C([CH:24]([C:28](Cl)=[O:29])[C:25](Cl)=[O:26])C.[O:31]1CCCC1>>[C:28]([CH2:24][C:25]([NH:1][C:2]1[C:11]2[C:6](=[CH:7][C:8]([Cl:12])=[CH:9][CH:10]=2)[NH:5][C:4](=[O:13])[C:3]=1[C:14]1[CH:19]=[CH:18][CH:17]=[CH:16][CH:15]=1)=[O:26])([OH:29])=[O:31] |f:1.2|. Procedure: A solution of 4-amino-7-chloro-3-phenyl-2(1H)-quinolone (Example 2) (0.5 g) in 50 ml tetrahydrofuran was stirred under an atmosphere of nitrogen and treated with sodium hydride (0.3 g, 80% disp. in mineral oil). This was followed by the addition after 1 h of ethyl malonyl chloride (1.8 ml). The reaction mixture was heated at 60° C. for 14 h, cooled and partitioned between ethyl acetate and water. The organic phase was washed with water (2×) before the solvent was removed in vacuo. The residue wa... The reactants are [Cl-].[NH4+] (ammonium chloride), BrC1([C@H]2COC3=C(C(=CC=C3[C@H]21)COC)C(=O)OC)Br (methyl cis-(1aRS,7bSR)-1,1-dibromo-5-methoxymethyl-1,1a,2,7b-tetrahydrocyclopropa[c]chromene-4-carboxylate), BrC1([C@H]2COC3=C(C(=CC=C3[C@H]21)COC)C(=O)OC)Br (methyl cis-(1aRS,7bSR)-1,1-dibromo-5-methoxymethyl-1,1a,2,7b-tetrahydrocyclopropa[c]chromene-4-carboxylate), [Cl-].[NH4+] (ammonium chloride). The reagents and catalysts are [Zn] (zinc), [Zn] (zinc). Run in C(C)O (ethanol). Product: COCC1=CC=C2[C@@H]3[C@H](COC2=C1C(=O)OC)C3 (methyl cis-(1aRS,7bSR)-5-methoxymethyl-1,1a,2,7b-tetrahydrocyclopropa[c]chromene-4-carboxylate). Yield: 97.2%. Reaction SMILES: Br[C:2]1(Br)[C@H:12]2[C@@H:3]1[CH2:4][O:5][C:6]1[C:11]2=[CH:10][CH:9]=[C:8]([CH2:13][O:14][CH3:15])[C:7]=1[C:16]([O:18][CH3:19])=[O:17].[Cl-].[NH4+]>C(O)C.[Zn]>[CH3:15][O:14][CH2:13][C:8]1[C:7]([C:16]([O:18][CH3:19])=[O:17])=[C:6]2[C:11]([C@H:12]3[CH2:2][C@H:3]3[CH2:4][O:5]2)=[CH:10][CH:9]=1 |f:1.2|. Procedure details: A mixture of methyl cis-(1aRS,7bSR)-1,1-dibromo-5-methoxymethyl-1,1a,2,7b-tetrahydrocyclopropa[c]chromene-4-carboxylate (Intermediate 8, 1.06 g), zinc dust (4.14 g), and ammonium chloride (1.75 g) in absolute ethanol (100 mL) was stirred and heated at reflux for 6 hours. Further zinc dust (2.0 g) and ammonium chloride (0.9 g) were added and the mixture was stirred and heated at reflux overnight. After cooling, the mixture was filtered through Celite and the filtrate was evaporated to dryness. Th... Starting materials: NCC1=C(C(=CC(=C1)C(C)(C)C)I)O (2-aminomethyl-4-(1,1-dimethylethyl)-6-iodophenol), C1(CCCCC1)=O (cyclohexanone), S(=O)(=O)([O-])[O-].[Mg+2] (magnesium sulfate). Solvent: O1CCCC1 (tetrahydrofurane). Conditions: time 16 hour. The product is CC(C)(C)C=1C=C(C2=C(CNC3(CCCCC3)O2)C1)I (3,4-dihydro-6-(1,1-dimethylethyl)-8-iodospiro[2H-1,3-benzoxazine-2,1'-cyclohexane]). Isolated yield 72.7%. Reaction SMILES: [NH2:1][CH2:2][C:3]1[CH:8]=[C:7]([C:9]([CH3:12])([CH3:11])[CH3:10])[CH:6]=[C:5]([I:13])[C:4]=1[OH:14].[C:15]1(=O)[CH2:20][CH2:19][CH2:18][CH2:17][CH2:16]1.S([O-])([O-])(=O)=O.[Mg+2]>O1CCCC1>[CH3:12][C:9]([C:7]1[CH:6]=[C:5]([I:13])[C:4]2[O:14][C:15]3([CH2:20][CH2:19][CH2:18][CH2:17][CH2:16]3)[NH:1][CH2:2][C:3]=2[CH:8]=1)([CH3:11])[CH3:10] |f:2.3|. Procedure: A mixture of 2-aminomethyl-4-(1,1-dimethylethyl)-6-iodophenol (1.5 g., 0.005 mole), cyclohexanone (0.5 g., 0.005 mole), and magnesium sulfate (0.5 g.) in tetrahydrofurane (50 ml.) is kept under nitrogen at 20°-25° C., for 16 hours. The magnesium sulfate is removed and the filtrate evaporated to dryness. The residue is crystallized from ethanol to obtain 3,4-dihydro-6-(1,1-dimethylethyl)-8-iodospiro[2H-1,3-benzoxazine-2,1'-cyclohexane] (1.4 g.), m.p. 112°-114° C. Reactants: NC1=C(C(=O)OC(C)(C)C)C=CC(=C1)CCC1=CC=CC=C1 (tert-butyl 2-amino-4-phenethylbenzoate), ClC1=CC(=CC=C1)I (1-chloro-3-iodobenzene), C([O-])([O-])=O.[Cs+].[Cs+] (cesium carbonate), C1(CCCCC1)P(C1=C(C=CC=C1)C1=C(C=C(C=C1C(C)C)C(C)C)C(C)C)C1CCCCC1 (2-dicyclohexylphosphino-2′,4′,6′-triisopropylbiphenyl), C1(CCCCC1)P(C1=C(C=CC=C1)C1=C(C=C(C=C1C(C)C)C(C)C)C(C)C)C1CCCCC1 (2-dicyclohexylphosphino-2′,4′,6′-triisopropylbiphenyl). Reagents/catalysts: C=1C=CC(=CC1)/C=C/C(=O)/C=C/C2=CC=CC=C2.C=1C=CC(=CC1)/C=C/C(=O)/C=C/C2=CC=CC=C2.C=1C=CC(=CC1)/C=C/C(=O)/C=C/C2=CC=CC=C2.[Pd].[Pd] (tris(dibenzylideneacetone)dipalladium(0)), C(C)(=O)[O-].[Pd+2].C(C)(=O)[O-] (palladium acetate), C=1C=CC(=CC1)/C=C/C(=O)/C=C/C2=CC=CC=C2.C=1C=CC(=CC1)/C=C/C(=O)/C=C/C2=CC=CC=C2.C=1C=CC(=CC1)/C=C/C(=O)/C=C/C2=CC=CC=C2.[Pd].[Pd] (tris(dibenzylideneacetone)dipalladium(0)). Run in C1(=CC=CC=C1)C (toluene). Reaction conditions: temperature 110 celsius, time 6 hour. The product is ClC=1C=C(NC2=C(C(=O)OC(C)(C)C)C=CC(=C2)CCC2=CC=CC=C2)C=CC1 (tert-butyl 2-(3-chloroanilino)-4-phenethylbenzoate). Reaction SMILES: [NH2:1][C:2]1[CH:14]=[C:13]([CH2:15][CH2:16][C:17]2[CH:22]=[CH:21][CH:20]=[CH:19][CH:18]=2)[CH:12]=[CH:11][C:3]=1[C:4]([O:6][C:7]([CH3:10])([CH3:9])[CH3:8])=[O:5].[Cl:23][C:24]1[CH:29]=[CH:28][CH:27]=[C:26](I)[CH:25]=1.C(=O)([O-])[O-].[Cs+].[Cs+].C1(P(C2CCCCC2)C2C=CC=CC=2C2C(C(C)C)=CC(C(C)C)=CC=2C(C)C)CCCCC1>C1C=CC(/C=C/C(/C=C/C2C=CC=CC=2)=O)=CC=1.C1C=CC(/C=C/C(/C=C/C2C=CC=CC=2)=O)=CC=1.C1C=CC(/C=C/C(/C=C/C2C=CC=CC=2)=O)=CC=1.[Pd].[Pd].C([O-])(=O)C.[Pd+2].C([O-])(=O)C.C1(C)C=CC=CC=1>[Cl:23][C:24]1[CH:25]=[C:26]([CH:27]=[CH:28][CH:29]=1)[NH:1][C:2]1[CH:14]=[C:13]([CH2:15][CH2:16][C:17]2[CH:18]=[CH:19][CH:20]=[CH:21][CH:22]=2)[CH:12]=[CH:11][C:3]=1[C:4]([O:6][C:7]([CH3:10])([CH3:9])[CH3:8])=[O:5] |f:2.3.4,6.7.8.9.10,11.12.13|. Reported procedure: To toluene 3.0 mL solution of tert-butyl 2-amino-4-phenethylbenzoate 0.10 g were added 1-chloro-3-iodobenzene 0.11 mL, cesium carbonate 0.23 g, tris(dibenzylideneacetone)dipalladium(0) 3.2 mg and 2-dicyclohexylphosphino-2′,4′,6′-triisopropylbiphenyl 8.3 mg at room temperature, and it was stirred at 110° C. for 6 hours. After the reaction mixture was cooled to room temperature, palladium acetate 1.6 mg, tris(dibenzylideneacetone)dipalladium(0) 3.2 mg and 2-dicyclohexylphosphino-2′,4′,6′-triisopro... Starting materials: C1CCOC1, COCCOc1ccc2c(Cl)ncnc2c1, [H-], O=C1Cc2ccccc2N1, [Na+], CN(C)C=O. Product: COCCOc1ccc2c(C3C(=O)Nc4ccccc43)ncnc2c1. Reaction SMILES: [CH2:29]1[O:30][CH2:31][CH2:32][CH2:33]1.[Cl:13][c:14]1[n:15][cH:16][n:17][c:18]2[cH:19][c:20]([O:24][CH2:25][CH2:26][O:27][CH3:28])[cH:21][cH:22][c:23]12.[H-:11].[NH:1]1[C:2](=[O:10])[CH2:3][c:4]2[cH:5][cH:6][cH:7][cH:8][c:9]21.[Na+:12].[O:34]=[CH:35][N:36]([CH3:37])[CH3:38]>>[NH:1]1[C:2](=[O:10])[CH:3]([c:14]2[n:15][cH:16][n:17][c:18]3[cH:19][c:20]([O:24][CH2:25][CH2:26][O:27][CH3:28])[cH:21][cH:22][c:23]23)[c:4]2[cH:5][cH:6][cH:7][cH:8][c:9]21. Reactants: COC=C1C(NC(C2=CC=CC=C12)=O)=O (4-methoxymethylene-4H-isoquinoline-1,3-dione), N1(CCOCC1)C1=CC=C(C=C1)N (4-morpholin-4-yl-phenylamine). The solvent is CN(C=O)C (N,N-dimethylformamide). Reaction conditions: temperature 110 celsius. Yields the product N1(CCOCC1)C1=CC=C(C=C1)N\C=C\1/C(NC(C2=CC=CC=C12)=O)=O ((4Z)-4-{[(4-Morpholin-4-ylphenyl)amino]methylene}isoquinoline-1,3(2H,4H)-dione). Isolated yield 79.6%. Reaction SMILES: CO[CH:3]=[C:4]1[C:13]2[C:8](=[CH:9][CH:10]=[CH:11][CH:12]=2)[C:7](=[O:14])[NH:6][C:5]1=[O:15].[N:16]1([C:22]2[CH:27]=[CH:26][C:25]([NH2:28])=[CH:24][CH:23]=2)[CH2:21][CH2:20][O:19][CH2:18][CH2:17]1>CN(C)C=O>[N:16]1([C:22]2[CH:23]=[CH:24][C:25]([NH:28]/[CH:3]=[C:4]3\[C:5](=[O:15])[NH:6][C:7](=[O:14])[C:8]4[C:13]\3=[CH:12][CH:11]=[CH:10][CH:9]=4)=[CH:26][CH:27]=2)[CH2:17][CH2:18][O:19][CH2:20][CH2:21]1. Procedure details: A mixture of 4-methoxymethylene-4H-isoquinoline-1,3-dione (101.5 mg, 0.5 mmol), 4-morpholin-4-yl-phenylamine (89.12 mg, 0.5 mmol) in 1 mL of N,N-dimethylformamide is heated at 110° C. for 1 h. After cooling in the refrigerator, the precipitate is collected, and washed with ether to give 139 mg (80%) of greenish yellow solid mp 257-258° C.; MS (ESI) m/z 350.17 (M+1); Analysis for C20H19N3O3: Calcd: C, 68.75; H, 5.48; N, 12.03. Found: C, 68.49; H, 5.57; N, 11.90. The reactants are CC1(C(C1C=CC(=O)OCC1CC1)C(=O)O)C (2,2-dimethyl-3-(3-cyclopropylmethoxy-3-oxo-1-propenyl) cyclopropane-carboxylic acid), O(C1=CC=CC=C1)C=1C=C(C=CC1F)CO ((3-phenoxy-4-fluoro-phenyl)-methanol). The solvent is C(Cl)(Cl)Cl (chloroform). The product is CC1(C(C1C=CC(=O)OCC1CC1)C(=O)O)C (2,2-dimethyl-3-(3-cyclopropylmethoxy-3-oxo-1-propenyl) cyclopropane-carboxylic acid), CC1(C(C1C=CC(=O)OC)C(=O)[O-])C (2,2-dimethyl-3-(3-methoxy-3-oxo-1-propenyl)-cyclopropane-carboxylate). Reaction SMILES: [CH3:1][C:2]1([CH3:17])[CH:4]([CH:5]=[CH:6][C:7]([O:9][CH2:10][CH:11]2[CH2:13][CH2:12]2)=[O:8])[CH:3]1[C:14]([OH:16])=[O:15].O(C1C=C(CO)C=CC=1F)C1C=CC=CC=1>C(Cl)(Cl)Cl>[CH3:1][C:2]1([CH3:17])[CH:4]([CH:5]=[CH:6][C:7]([O:9][CH2:10][CH:11]2[CH2:13][CH2:12]2)=[O:8])[CH:3]1[C:14]([OH:16])=[O:15].[CH3:1][C:2]1([CH3:17])[CH:4]([CH:5]=[CH:6][C:7]([O:9][CH3:10])=[O:8])[CH:3]1[C:14]([O-:16])=[O:15]. Procedure details: Using the procedure of Example 9, (1R, cis, ΔZ) 2,2-dimethyl-3-(3-methoxy-3-oxo-1-propenyl)-cyclopropane-carboxylic acid and (3-phenoxy-4-fluoro-phenyl)-methanol were reacted to obtain (3-phenoxy-4-fluoro-phenyl)-methyl (1R, cis, ΔZ) 2,2-dimethyl-3-(3-methoxy-3-oxo-1-propenyl)-cyclopropane-carboxylate with a specific rotation of [α]D20 =+50.5°±2.5° (c=0.75% in chloroform). Starting materials: ClC(=O)OCC (Ethyl chloroformate), CC1=C(OC=C1)C=N (3-methylfuran-2-carboxaldehyde imine), C(C=C)(=O)OC (methyl acrylate), C(C)(C)N(CC)C(C)C (diisopropyl ethyl amine), C1(=CC=CC=C1)C (toluene). Run in O (Water). Reaction conditions: temperature 80 celsius. Product: COC(=O)C1CCC2=C(OC=C2)C1N(C1=CC=CC=C1)C(=O)OCC (N-ethoxycarbonyl-N-phenyl-7-amino-4,5,6,7-tetrahydrobenzo[b]furan-6-carboxylic acid methyl ester). As a reaction SMILES: [CH3:1][C:2]1[CH:6]=[CH:5][O:4][C:3]=1[CH:7]=[NH:8].[C:9]([O:13][CH3:14])(=[O:12])[CH:10]=[CH2:11].C(N(C(C)C)CC)(C)C.Cl[C:25]([O:27][CH2:28][CH3:29])=[O:26].[C:30]1(C)[CH:35]=[CH:34][CH:33]=[CH:32][CH:31]=1>O>[CH3:14][O:13][C:9]([CH:10]1[CH:7]([N:8]([C:25]([O:27][CH2:28][CH3:29])=[O:26])[C:30]2[CH:35]=[CH:34][CH:33]=[CH:32][CH:31]=2)[C:3]2[O:4][CH:5]=[CH:6][C:2]=2[CH2:1][CH2:11]1)=[O:12]. Procedure details: 3-methylfuran-2-carboxaldehyde imine (1.5 g, 8.15 mmol), methyl acrylate (3.5 g, 40.7 mmol) and diisopropyl ethyl amine (2.1 g, 16.3 mmol) were mixed in toluene (6 ml) and stirred at 80° C. Ethyl chloroformate (1.77 g, 16.3 mmol) was added to the mixture. After completing the addition, the reaction mixture was heated for one hour under reflux and allowed to cool to room temperature. Water was added and the mixture was extracted with toluene. The organic layer was washed with an aqueous solution ...